Dataset: the Open Reaction Database (ORD), a public repository of structured organic reaction records. Task: describe an organic reaction: reactants, conditions, products, and yield Starting materials: ClCCl, CS(C)=O, [Cl-], [Cl-], [Cl-], Cl, [Na+], [Na+], O=C([O-])[O-], OO, CC1(C)CC(O)CC(C)(C)N1O, [Ti+3]. Yields the product CON1C(C)(C)CC(O)CC1(C)C. As a reaction SMILES: [CH2:26]([Cl:27])[Cl:28].[CH3:15][S:16](=[O:17])[CH3:18].[Cl-:29].[Cl-:31].[Cl-:32].[ClH:25].[Na+:19].[Na+:20].[O-:21][C:22](=[O:23])[O-:24].[OH:13][OH:14].[OH:1][CH:2]1[CH2:3][C:4]([CH3:11])([CH3:12])[N:5]([OH:10])[C:6]([CH3:8])([CH3:9])[CH2:7]1.[Ti+3:30]>>[OH:1][CH:2]1[CH2:3][C:4]([CH3:11])([CH3:12])[N:5]([O:10][CH3:15])[C:6]([CH3:8])([CH3:9])[CH2:7]1. The reactants are 112b, IC=1C=CC(=C(C=O)C1)O (5-iodo-2-hydroxy-benzaldehyde), C1(CCCCC1)OS(=O)(=O)C (methanesulfonic acid cyclohexyl ester), C([O-])([O-])=O.[K+].[K+] (potassium carbonate). Yields the product IC=1C=CC(=C(C=O)C1)OC1CCCCC1 (5-Iodo-2-(cyclohexyloxy)-benzaldehyde). RXN SMILES: [I:1][C:2]1[CH:3]=[CH:4][C:5]([OH:10])=[C:6]([CH:9]=1)[CH:7]=[O:8].[CH:11]1(OS(C)(=O)=O)[CH2:16][CH2:15][CH2:14][CH2:13][CH2:12]1.C(=O)([O-])[O-].[K+].[K+]>>[I:1][C:2]1[CH:3]=[CH:4][C:5]([O:10][CH:11]2[CH2:16][CH2:15][CH2:14][CH2:13][CH2:12]2)=[C:6]([CH:9]=1)[CH:7]=[O:8] |f:2.3.4|. Reported procedure: In a manner similar to the methods described in Example 128a and 112b, 5-iodo-2-hydroxy-benzaldehyde was reacted with methanesulfonic acid cyclohexyl ester and potassium carbonate to give 5-Iodo-2-(cyclohexyloxy)-benzaldehyde, which was subsequently reacted with LHMDS, acetyl chloride, triethylamine and chloro-trimethyl-silane to give the title compound and directly used for the next step. The reactants are BrC(Br)(Br)Br, C1CCOC1, COC(=O)c1ccc(-c2ccc(OCCO)cc2)cc1SC(C)C, c1ccc(P(c2ccccc2)c2ccccc2)cc1. The product is COC(=O)c1ccc(-c2ccc(OCCBr)cc2)cc1SC(C)C. As a reaction SMILES: [Br:25][C:26]([Br:27])([Br:28])[Br:29].[O:49]1[CH2:50][CH2:51][CH2:52][CH2:53]1.[OH:1][CH2:2][CH2:3][O:4][c:5]1[cH:6][cH:7][c:8](-[c:11]2[cH:12][c:13]([S:21][CH:22]([CH3:23])[CH3:24])[c:14]([C:17](=[O:18])[O:19][CH3:20])[cH:15][cH:16]2)[cH:9][cH:10]1.[c:30]1([P:31]([c:32]2[cH:33][cH:34][cH:35][cH:36][cH:37]2)[c:38]2[cH:39][cH:40][cH:41][cH:42][cH:43]2)[cH:44][cH:45][cH:46][cH:47][cH:48]1>>[CH2:2]([CH2:3][O:4][c:5]1[cH:6][cH:7][c:8](-[c:11]2[cH:12][c:13]([S:21][CH:22]([CH3:23])[CH3:24])[c:14]([C:17](=[O:18])[O:19][CH3:20])[cH:15][cH:16]2)[cH:9][cH:10]1)[Br:25]. The reactants are [Cl-].[NH4+] (ammonium chloride), CC(C)([O-])C.[K+] (Potassium tert-butoxide), CC1=NC2=CC3=C(C=C2C(N1)=O)CCC3 (2-methyl-3,4,7,8-tetrahydro-6H-cyclopenta[g]quinazolin-4-one), C(C(C)(C)C)(=O)OCCl (Chloromethyl pivaloate), ice. The solvent is O (water), C(C)(=O)OCC (Ethyl acetate), CS(=O)C (DMSO). Reaction conditions: time 30 minute. The product is CC1=NC2=CC3=C(C=C2C(N1COC(C(C)(C)C)=O)=O)CCC3 (2-Methyl-3-pivaloyloxymethyl-3,4,7,8-tetrahydro-6H-cyclopenta[g]-quinazolin-4-one). As a reaction SMILES: CC(C)([O-])C.[K+].[CH3:7][C:8]1[NH:17][C:16](=[O:18])[C:15]2[C:10](=[CH:11][C:12]3[CH2:21][CH2:20][CH2:19][C:13]=3[CH:14]=2)[N:9]=1.[C:22]([O:28][CH2:29]Cl)(=[O:27])[C:23]([CH3:26])([CH3:25])[CH3:24].[Cl-].[NH4+]>CS(C)=O.C(OCC)(=O)C.O>[CH3:7][C:8]1[N:17]([CH2:29][O:28][C:22](=[O:27])[C:23]([CH3:26])([CH3:25])[CH3:24])[C:16](=[O:18])[C:15]2[C:10](=[CH:11][C:12]3[CH2:21][CH2:20][CH2:19][C:13]=3[CH:14]=2)[N:9]=1 |f:0.1,4.5|. Procedure details: Potassium tert-butoxide (64 g) was added portionwise during 15 minutes to a stirred solution of 2-methyl-3,4,7,8-tetrahydro-6H-cyclopenta[g]quinazolin-4-one (89 g) in DMSO (700 ml). The mixture was stirred at ambient temperature for 30 minutes. Chloromethyl pivaloate (131 g) was added dropwise during 30 minutes. The mixture was stirred at ambient temperature for 24 hours. The mixture was poured into a mixture of ammonium chloride (500 g) and a mixture (3 L) of ice and water. Ethyl acetate (2 L) ... The reactants are BrCC(=O)C=1C=C(C#N)C=CC1 (3-bromoacetyl-benzonitrile), NC(=S)N (thiourea). Run in CO (methanol). Run at temperature 0 celsius. Yields the product NC=1SC=C(N1)C=1C=C(C#N)C=CC1 (3-(2-Amino-thiazol-4-yl)-benzonitrile). RXN SMILES: Br[CH2:2][C:3]([C:5]1[CH:6]=[C:7]([CH:10]=[CH:11][CH:12]=1)[C:8]#[N:9])=O.[NH2:13][C:14]([NH2:16])=[S:15]>CO>[NH2:16][C:14]1[S:15][CH:2]=[C:3]([C:5]2[CH:6]=[C:7]([CH:10]=[CH:11][CH:12]=2)[C:8]#[N:9])[N:13]=1. Procedure: 16.9 g of 3-bromoacetyl-benzonitrile were placed in 50 ml of methanol and treated at room temperature with 8 g of thiourea. The mixture was boiled for 21/2 hours and then cooled to 0° C. while stirring slowly. The product separated as the salt, was filtered off and converted into the base by the addition of 100 ml of 2N sodium hydroxide solution. The aqueous suspension was extracted with a total of 700 ml of methylene chloride and the organic phase was dried with magnesium sulphate. 9.6 g of 3-(... Starting materials: C1CCCCC1 (cyclohexane), N1CCOCC1 (morpholine), C(CC(C)C)=O (isovaleraldehyde). Run in O (water). Reaction conditions: temperature 50 celsius. Yields the product CC(C=CN1CCOCC1)C (4-(3-methyl-1-butenyl)morpholine). Reaction SMILES: C1CCCCC1.[NH:7]1[CH2:12][CH2:11][O:10][CH2:9][CH2:8]1.[CH:13](=O)[CH2:14][CH:15]([CH3:17])[CH3:16]>O>[CH3:16][CH:15]([CH3:17])[CH:14]=[CH:13][N:7]1[CH2:12][CH2:11][O:10][CH2:9][CH2:8]1. Procedure details: Into a 12 liter flask equipped with stirrer, Bidwell trap, thermometer, heating mantle, addition funnel and condenser is placed 2,200 ml of cyclohexane and 2,180 grams (25 moles) of morpholine. The resulting mixture is heated to 50° C. and 2,155 grams of isovaleraldehyde are added over a 1.5 hour period. An exotherm occurs and the solution begins to reflux. Additional heat is applied and the refluxing is continued until no additional water is collected in the Bidwell trap. The cyclohexane is the...